From a dataset of the Open Reaction Database (ORD), a public repository of structured organic reaction records. describe an organic reaction: reactants, conditions, products, and yield The reactants are C1(=CC=CC=C1)CCCC=1CCN(CC1)CC=1NC2=C(N1)C=CC=C2 (2-(4-[3-phenylpropyl]-1,2,3,6-tetrahydropyridin-1-ylmethyl)benzimidazole). Reagents/catalysts: O.[Pt](=O)=O (platinum (IV) oxide hydrate). The solvent is C(C)(=O)OCC (ethyl acetate). Reaction conditions: time 70 minute. Yields the product C1(=CC=CC=C1)CCCC1CCN(CC1)CC=1NC2=C(N1)C=CC=C2 (2-(4-[3-Phenylpropyl]piperidin-1-ylmethyl)benzimidazole). Yield: 51.1%. As a reaction SMILES: [C:1]1([CH2:7][CH2:8][CH2:9][C:10]2[CH2:11][CH2:12][N:13]([CH2:16][C:17]3[NH:18][C:19]4[CH:25]=[CH:24][CH:23]=[CH:22][C:20]=4[N:21]=3)[CH2:14][CH:15]=2)[CH:6]=[CH:5][CH:4]=[CH:3][CH:2]=1>C(OCC)(=O)C.O.[Pt](=O)=O>[C:1]1([CH2:7][CH2:8][CH2:9][CH:10]2[CH2:11][CH2:12][N:13]([CH2:16][C:17]3[NH:21][C:20]4[CH:22]=[CH:23][CH:24]=[CH:25][C:19]=4[N:18]=3)[CH2:14][CH2:15]2)[CH:2]=[CH:3][CH:4]=[CH:5][CH:6]=1 |f:2.3|. Procedure details: A mixture of 2-(4-[3-phenylpropyl]-1,2,3,6-tetrahydropyridin-1-ylmethyl)benzimidazole (1.01 g, 3.05 mmol) and platinum (IV) oxide hydrate (56 mg) in ethyl acetate (75 ml) was hydrogenated on a Parr apparatus (30 psi maximum) for 70 minutes. Fresh catalyst was added (40 mg) and the mixture hydrogenated for a further 2.5 h. The mixture was filtered and evaporated to dryness. Flash chromatography eluting with 7.5% methanol in dichloromethane followed by recrystallisation from ethyl acetate/petrol (... Starting materials: C1(CCCCC1)N1C(C(NC2=CC=C(C=C12)Cl)=O)=O (1-cyclohexyl-7-chlorquinoxaline-2,3(1H,4H)-dione), [N+](=O)([O-])[O-].[K+] (potassium nitrate), ice water. The solvent is S(O)(O)(=O)=O (sulfuric acid). Run at time 30 minute. The product is C1(CCCCC1)N1C(C(NC2=CC(=C(C=C12)Cl)[N+](=O)[O-])=O)=O (1-cyclohexyl-6-nitro-7-chlorquinoxaline-2,3(1H,4H)-dione). Yield: 84.2%. Reaction SMILES: [CH:1]1([N:7]2[C:16]3[C:11](=[CH:12][CH:13]=[C:14]([Cl:17])[CH:15]=3)[NH:10][C:9](=[O:18])[C:8]2=[O:19])[CH2:6][CH2:5][CH2:4][CH2:3][CH2:2]1.[N+:20]([O-])([O-:22])=[O:21].[K+]>S(=O)(=O)(O)O>[CH:1]1([N:7]2[C:16]3[C:11](=[CH:12][C:13]([N+:20]([O-:22])=[O:21])=[C:14]([Cl:17])[CH:15]=3)[NH:10][C:9](=[O:18])[C:8]2=[O:19])[CH2:2][CH2:3][CH2:4][CH2:5][CH2:6]1 |f:1.2|. Procedure: A solution of 3.1 g (11 mmol) 1-cyclohexyl-7-chlorquinoxaline-2,3(1H,4H)-dione in 100 ml concentrated sulfuric acid (95-97%) was ice-cooled and then added 1.1 g (11 mmol) potassium nitrate. Stirring was continued at 0° C. for 30 min. and then at 25° C. for 17 h. The reaction mixture was poured into 500 ml ice-water. The precipitate was filtered off and washed with water to give 3.0 g (82%) 1-cyclohexyl-6-nitro-7-chlorquinoxaline-2,3(1H,4H)-dione. M.p. (DSC): decomp. 1H-NMR (DMSO-d6): 12.2 (1H, b... Reactants: FC1=C(NC=2C(=CN(C(C2)=O)C)C(=O)N)C=CC(=C1)I (4-(2-Fluoro-4-iodoanilino)-1-methyl-6-oxo-1,6-dihydro-3-pyridinecarboxamide), [Si](C)(C)(C)C#C (TMS-acetylene). The reagents and catalysts are [Cu]I (CuI), Cl[Pd]([P](C1=CC=CC=C1)(C2=CC=CC=C2)C3=CC=CC=C3)([P](C4=CC=CC=C4)(C5=CC=CC=C5)C6=CC=CC=C6)Cl ((Ph3P)2PdCl2). Run in C1CCOC1.CN(C)C=O (THF DMF). The product is FC1=C(NC=2C(=CN(C(C2)=O)C)C(=O)N)C=CC(=C1)C#C[Si](C)(C)C (4-{2-fluoro-4-[(trimethylsilyl)ethynyl]anilino}-1-methyl-6-oxo-1,6-dihydro-3-pyridinecarboxamide). Yield: 100.0%. As a reaction SMILES: [F:1][C:2]1[CH:19]=[C:18](I)[CH:17]=[CH:16][C:3]=1[NH:4][C:5]1[C:6]([C:13]([NH2:15])=[O:14])=[CH:7][N:8]([CH3:12])[C:9](=[O:11])[CH:10]=1.[Si:21]([C:25]#[CH:26])([CH3:24])([CH3:23])[CH3:22]>C1COCC1.CN(C=O)C.[Cu]I.Cl[Pd](Cl)([P](C1C=CC=CC=1)(C1C=CC=CC=1)C1C=CC=CC=1)[P](C1C=CC=CC=1)(C1C=CC=CC=1)C1C=CC=CC=1>[F:1][C:2]1[CH:19]=[C:18]([C:26]#[C:25][Si:21]([CH3:24])([CH3:23])[CH3:22])[CH:17]=[CH:16][C:3]=1[NH:4][C:5]1[C:6]([C:13]([NH2:15])=[O:14])=[CH:7][N:8]([CH3:12])[C:9](=[O:11])[CH:10]=1 |f:2.3,^1:41,60|. Reported procedure: 4-(2-Fluoro-4-iodoanilino)-1-methyl-6-oxo-1,6-dihydro-3-pyridinecarboxamide was reacted with TMS-acetylene in the presence of CuI, (Ph3P)2PdCl2 and TEA in THF/DMF (1:1) as for example 2. The residue resulting from removal of the reaction solvents under reduced pressure was purified by column chromatography on silica gel (10% MeOH/CH2Cl2 as eluant) to give 4-{2-fluoro-4-[(trimethylsilyl)ethynyl]anilino}-1-methyl-6-oxo-1,6-dihydro-3-pyridinecarboxamide as a pale yellow solid (100%), used directly ... The reactants are N#CNC(=N)N, CCCNCC, Clc1ccccc1Cl, Cl. Yields the product CCCN(CC)C(=N)NC(=N)N. RXN SMILES: [C:8](#[N:9])[NH:10][C:11](=[NH:12])[NH2:13].[CH2:2]([CH3:3])[NH:4][CH2:5][CH2:6][CH3:7].[Cl:14][c:15]1[c:16]([Cl:17])[cH:18][cH:19][cH:20][cH:21]1.[ClH:1]>>[CH2:2]([CH3:3])[N:4]([CH2:5][CH2:6][CH3:7])[C:8](=[NH:9])[NH:10][C:11](=[NH:12])[NH2:13]. Starting materials: C1=CC=CC=2C3=CC=CC=C3C(C12)COC(=O)N[C@H](C(=O)OC)COC (methyl (S)-(9-fluorenylmethyloxycarbonylamino)-3-methoxypropionate), O1CCOCC1 (dioxane). Yields the product C1=CC=CC=2C3=CC=CC=C3C(C12)COC(=O)N[C@H](C(=O)O)COC ((S)-(9-Fluorenylmethyloxycarbonylamino)-3-methoxypropionic acid). RXN SMILES: [CH:1]1[C:13]2[CH:12]([CH2:14][O:15][C:16]([NH:18][C@@H:19]([CH2:24][O:25][CH3:26])[C:20]([O:22]C)=[O:21])=[O:17])[C:11]3[C:6](=[CH:7][CH:8]=[CH:9][CH:10]=3)[C:5]=2[CH:4]=[CH:3][CH:2]=1.O1CCOCC1>>[CH:10]1[C:11]2[CH:12]([CH2:14][O:15][C:16]([NH:18][C@@H:19]([CH2:24][O:25][CH3:26])[C:20]([OH:22])=[O:21])=[O:17])[C:13]3[C:5](=[CH:4][CH:3]=[CH:2][CH:1]=3)[C:6]=2[CH:7]=[CH:8][CH:9]=1. Procedure details: To a solution of methyl (S)-(9-fluorenylmethyloxycarbonylamino)-3-methoxypropionate (2.18 g, 6.13 mmol) in dioxane (31 ml) 6M HCl (31 ml, 184 mmol) was added. This mixture was allowed to cool down and concentrated. The residue was purified by flash chromatography (silica gel; hexane: ethyl acetate: acetic acid (10:10:1). The reactants are [BH4-].[Na+] (sodium borohydride), [N+](=O)([O-])C1=C(C=CC=C1)CC(=O)O (o-nitrophenylacetic acid), B(F)(F)F.CCOCC (Boron trifluoride diethyl etherate). Run at temperature 0 celsius, time 12 hour. The product is [N+](=O)([O-])C1=C(CCO)C=CC=C1 (o-nitrophenethyl alcohol). Yield: 73.3%. RXN SMILES: [BH4-].[Na+].[N+:3]([C:6]1[CH:11]=[CH:10][CH:9]=[CH:8][C:7]=1[CH2:12][C:13](O)=[O:14])([O-:5])=[O:4].B(F)(F)F.CCOCC>>[N+:3]([C:6]1[CH:11]=[CH:10][CH:9]=[CH:8][C:7]=1[CH2:12][CH2:13][OH:14])([O-:5])=[O:4] |f:0.1,3.4|. Reported procedure: A 22-liter, 4-necked glass reaction vessel equipped as described in Example 1 was charged with 624 grams (15.8 moles plus 5% excess) of sodium borohydride and 3620 grams (20 moles) of o-nitrophenylacetic acid and flushed for 0.5 hour with dry nitrogen. The reaction vessel was cooled to 0°C using an external dry ice/isopropyl alcohol bath as 10 liters of tetrahydrofuran was added dropwise over a 2 hour period. Boron trifluoride diethyl etherate (2.58 liters, 21 moles) was then added dropwise over... Starting materials: O=C([O-])[O-], CN(C)c1ccc(N)cc1, COC(=O)c1cccc(I)c1C(=O)OC, Cc1ccccc1, ClCCl, [Cs+], [Cs+], O=C(C=Cc1ccccc1)C=Cc1ccccc1, O=C(C=Cc1ccccc1)C=Cc1ccccc1, O=C(C=Cc1ccccc1)C=Cc1ccccc1, [Pd], [Pd]. The product is COC(=O)c1cccc(Nc2ccc(N(C)C)cc2)c1C(=O)OC. As a reaction SMILES: [C:26](=[O:27])([O-:28])[O-:29].[CH3:16][N:17]([CH3:18])[c:19]1[cH:20][cH:21][c:22]([NH2:23])[cH:24][cH:25]1.[CH3:1][O:2][C:3]([c:4]1[c:5]([C:6](=[O:7])[O:8][CH3:9])[c:10]([I:14])[cH:11][cH:12][cH:13]1)=[O:15].[CH3:32][c:33]1[cH:34][cH:35][cH:36][cH:37][cH:38]1.[Cl:39][CH2:40][Cl:41].[Cs+:30].[Cs+:31].[O:44]=[C:45]([CH:46]=[CH:47][c:48]1[cH:49][cH:50][cH:51][cH:52][cH:53]1)[CH:54]=[CH:55][c:56]1[cH:57][cH:58][cH:59][cH:60][cH:61]1.[O:62]=[C:63]([CH:64]=[CH:65][c:66]1[cH:67][cH:68][cH:69][cH:70][cH:71]1)[CH:72]=[CH:73][c:74]1[cH:75][cH:76][cH:77][cH:78][cH:79]1.[O:80]=[C:81]([CH:82]=[CH:83][c:84]1[cH:85][cH:86][cH:87][cH:88][cH:89]1)[CH:90]=[CH:91][c:92]1[cH:93][cH:94][cH:95][cH:96][cH:97]1.[Pd:42].[Pd:43]>>[CH3:1][O:2][C:3]([c:4]1[c:5]([C:6](=[O:7])[O:8][CH3:9])[c:10]([NH:23][c:22]2[cH:21][cH:20][c:19]([N:17]([CH3:16])[CH3:18])[cH:25][cH:24]2)[cH:11][cH:12][cH:13]1)=[O:15]. The reactants are Clc1ccc(C2(Cn3cncn3)OCCO2)c(Cl)c1, O=[N+]([O-])[O-], CC(C)OC(C)C. The product is Clc1ccc(C2(Cn3cncn3)OCCO2)c(Cl)c1, O=[N+]([O-])O. RXN SMILES: [Cl:1][c:2]1[c:3]([C:9]2([CH2:14][n:15]3[n:16][cH:17][n:18][cH:19]3)[O:10][CH2:11][CH2:12][O:13]2)[cH:4][cH:5][c:6]([Cl:8])[cH:7]1.[O-:20][N+:21]([O-:22])=[O:23].[O:24]([CH:25]([CH3:26])[CH3:27])[CH:28]([CH3:29])[CH3:30]>>[Cl:1][c:2]1[c:3]([C:9]2([CH2:14][n:15]3[n:16][cH:17][n:18][cH:19]3)[O:10][CH2:11][CH2:12][O:13]2)[cH:4][cH:5][c:6]([Cl:8])[cH:7]1.[O:20]=[N+:21]([OH:22])[O-:23].